Dataset: the Open Reaction Database (ORD), a public repository of structured organic reaction records. Task: describe an organic reaction: reactants, conditions, products, and yield Reaction SMILES: Br[C:2]1[CH:8]=[CH:7][C:5]([NH2:6])=[CH:4][C:3]=1[F:9].[F:10][C:11]([F:22])([F:21])[C:12]1[CH:13]=[C:14](B(O)O)[CH:15]=[CH:16][CH:17]=1.C(=O)([O-])[O-].[Na+].[Na+].C(P(C(C)(C)C)C1C=CC=CC=1C1C=CC=CC=1)(C)(C)C>C([O-])(=O)C.[Pd+2].C([O-])(=O)C>[F:9][C:3]1[CH:4]=[C:5]([NH2:6])[CH:7]=[CH:8][C:2]=1[C:16]1[CH:15]=[CH:14][CH:13]=[C:12]([C:11]([F:22])([F:21])[F:10])[CH:17]=1 |f:2.3.4,6.7.8|. Conditions: temperature 90 celsius. Reported procedure: A mixture of 4-bromo-3-fluoroaniline (4.3 g), 3-trifluoromethylphenylboronic acid (4.4 g), sodium carbonate (6.5 g), palladium(II) acetate (0.22 g) and 2-(di-t-butylphosphino)biphenyl (0.60 g) were weighed into a reaction tube and flushed with nitrogen. A 70:30 mixture of dioxane/water (50 mL) was then added and the mixture was heated at 90° C. for 16 h. Ethyl acetate and water was added and the phases separated. The organic phase was dried and concentrated. The residue was purified by column ch... Yields the product FC1=C(C=CC(=C1)N)C1=CC(=CC=C1)C(F)(F)F (2-fluoro-3′-(trifluoromethyl)-1,1′-biphenyl-4-amine). The yield is 43.3%. The reagents and catalysts are C(C)(=O)[O-].[Pd+2].C(C)(=O)[O-] (palladium(II) acetate). The reactants are BrC1=C(C=C(N)C=C1)F (4-bromo-3-fluoroaniline), FC(C=1C=C(C=CC1)B(O)O)(F)F (3-trifluoromethylphenylboronic acid), C([O-])([O-])=O.[Na+].[Na+] (sodium carbonate), C(C)(C)(C)P(C1=C(C=CC=C1)C1=CC=CC=C1)C(C)(C)C (2-(di-t-butylphosphino)biphenyl). The reactants are CCN=C=NCCCN(C)C, CN(C)C=O, O=C(O)CCc1cnoc1-c1ccc(F)c(Cl)c1, Cl, CCOP(=O)(Cc1ccc(N)cc1)OCC, On1nnc2cccnc21. Yields the product CCOP(=O)(Cc1ccc(NC(=O)CCc2cnoc2-c2ccc(F)c(Cl)c2)cc1)OCC. RXN SMILES: [CH2:45]([N:46]=[C:47]=[N:48][CH2:49][CH2:50][CH2:51][N:52]([CH3:53])[CH3:54])[CH3:55].[CH3:57][N:58]([CH3:59])[CH:60]=[O:61].[Cl:17][c:18]1[cH:19][c:20](-[c:25]2[c:26]([CH2:30][CH2:31][C:32](=[O:33])[OH:34])[cH:27][n:28][o:29]2)[cH:21][cH:22][c:23]1[F:24].[ClH:56].[NH2:1][c:2]1[cH:3][cH:4][c:5]([CH2:6][P:7]([O:8][CH2:9][CH3:10])([O:11][CH2:12][CH3:13])=[O:14])[cH:15][cH:16]1.[OH:35][n:36]1[c:37]2[n:38][cH:39][cH:40][cH:41][c:42]2[n:43][n:44]1>>[NH:1]([c:2]1[cH:3][cH:4][c:5]([CH2:6][P:7]([O:8][CH2:9][CH3:10])([O:11][CH2:12][CH3:13])=[O:14])[cH:15][cH:16]1)[C:32]([CH2:31][CH2:30][c:26]1[c:25](-[c:20]2[cH:19][c:18]([Cl:17])[c:23]([F:24])[cH:22][cH:21]2)[o:29][n:28][cH:27]1)=[O:33]. Reactants: N1(CCC1)S(=O)(=O)N (azetidine-1-sulfonamide), C1(CCCCC1)P(C1=C(C=CC=C1)C1=C(C=C(C=C1C(C)C)C(C)C)C(C)C)C1CCCCC1 (2-dicyclohexylphosphino-2′,4′,6′-tri-isopropyl-1,1′-biphenyl), C([O-])([O-])=O.[Cs+].[Cs+] (cesium carbonate), ClC1=NC(=NC(=C1)OC(C)(C)[C@@H]1OC(OC1)(C)C)SCC1=C(C(=CC=C1)F)F (4-chloro-2-[[(2,3-difluorophenyl)methyl]thio]-6-[1-[(4R)-2,2-dimethyl-1,3-dioxolan-4-yl]-1-methylethoxy]-pyrimidine). The reagents and catalysts are C=1C=CC(=CC1)/C=C/C(=O)/C=C/C2=CC=CC=C2.C=1C=CC(=CC1)/C=C/C(=O)/C=C/C2=CC=CC=C2.C=1C=CC(=CC1)/C=C/C(=O)/C=C/C2=CC=CC=C2.[Pd].[Pd] (tris(dibenzylideneacetone)dipalladium). Run in O1CCOCC1 (dioxane). Yields the product FC1=C(C=CC=C1F)CSC1=NC(=CC(=N1)NS(=O)(=O)N1CCC1)OC(C)(C)[C@@H]1OC(OC1)(C)C (N-[2-[[(2,3-difluorophenyl)methyl]thio]-6-[1-[(4R)-2,2-dimethyl-1,3-dioxolan-4-yl]-1-methylethoxy]-4-pyrimidinyl]-1-azetidinesulfonamide). RXN SMILES: [N:1]1([S:5]([NH2:8])(=[O:7])=[O:6])[CH2:4][CH2:3][CH2:2]1.C1(P(C2CCCCC2)C2C=CC=CC=2C2C(C(C)C)=CC(C(C)C)=CC=2C(C)C)CCCCC1.C(=O)([O-])[O-].[Cs+].[Cs+].Cl[C:50]1[CH:55]=[C:54]([O:56][C:57]([C@H:60]2[CH2:64][O:63][C:62]([CH3:66])([CH3:65])[O:61]2)([CH3:59])[CH3:58])[N:53]=[C:52]([S:67][CH2:68][C:69]2[CH:74]=[CH:73][CH:72]=[C:71]([F:75])[C:70]=2[F:76])[N:51]=1>O1CCOCC1.C1C=CC(/C=C/C(/C=C/C2C=CC=CC=2)=O)=CC=1.C1C=CC(/C=C/C(/C=C/C2C=CC=CC=2)=O)=CC=1.C1C=CC(/C=C/C(/C=C/C2C=CC=CC=2)=O)=CC=1.[Pd].[Pd]>[F:76][C:70]1[C:71]([F:75])=[CH:72][CH:73]=[CH:74][C:69]=1[CH2:68][S:67][C:52]1[N:51]=[C:50]([NH:8][S:5]([N:1]2[CH2:4][CH2:3][CH2:2]2)(=[O:7])=[O:6])[CH:55]=[C:54]([O:56][C:57]([C@H:60]2[CH2:64][O:63][C:62]([CH3:66])([CH3:65])[O:61]2)([CH3:59])[CH3:58])[N:53]=1 |f:2.3.4,7.8.9.10.11|. Reported procedure: The subtitle compound was prepared according to the procedure outlined in example 1 step iv) using a mixture of azetidine-1-sulfonamide (prepared according to patent WO 2004/011443, 0.20 g), tris(dibenzylideneacetone)dipalladium (0) (91 mg), 2-dicyclohexylphosphino-2′,4′,6′-tri-isopropyl-1,1′-biphenyl (XPHOS) (42 mg), cesium carbonate (0.49 g) and 4-chloro-2-[[(2,3-difluorophenyl)methyl]thio]-6-[1-[(4R)-2,2-dimethyl-1,3-dioxolan-4-yl]-1-methylethoxy]-pyrimidine (0.43 g) in dioxane (8 mL). Purifi... Reactants: Cc1cc(OCc2c(C(C)C)cnn2-c2c(Cl)cccc2Cl)ccc1Br, COC=C(C)c1ccc(OCc2c(C(C)C)cnn2-c2c(Cl)cccc2Cl)cc1C. The product is Cc1cc(OCc2c(C(C)C)cnn2-c2c(Cl)cccc2Cl)ccc1C=O. As a reaction SMILES: [Br:31][c:32]1[cH:33][cH:34][c:35]([O:36][CH2:37][c:38]2[n:39](-[c:40]3[c:41]([Cl:42])[cH:43][cH:44][cH:45][c:46]3[Cl:47])[n:48][cH:49][c:50]2[CH:51]([CH3:52])[CH3:53])[cH:54][c:55]1[CH3:56].[Cl:1][c:2]1[c:3](-[n:9]2[n:10][cH:11][c:12]([CH:28]([CH3:29])[CH3:30])[c:13]2[CH2:14][O:15][c:16]2[cH:17][c:18]([CH3:27])[c:19]([C:22]([CH3:23])=[CH:24][O:25][CH3:26])[cH:20][cH:21]2)[c:4]([Cl:8])[cH:5][cH:6][cH:7]1>>[Cl:1][c:2]1[c:3](-[n:9]2[n:10][cH:11][c:12]([CH:28]([CH3:29])[CH3:30])[c:13]2[CH2:14][O:15][c:16]2[cH:17][c:18]([CH3:27])[c:19]([CH:22]=[O:36])[cH:20][cH:21]2)[c:4]([Cl:8])[cH:5][cH:6][cH:7]1. RXN SMILES: Cl[CH2:2][C:3]1[N:4]=[C:5](/[CH:8]=[CH:9]/[C:10]2[C:15]([F:16])=[CH:14][CH:13]=[CH:12][C:11]=2[F:17])[O:6][CH:7]=1.[CH3:18][S:19]([CH2:22][C:23]1[N:24]([CH2:28][CH2:29][CH2:30][CH2:31][C:32]2[CH:37]=[CH:36][C:35]([OH:38])=[CH:34][CH:33]=2)[CH:25]=[CH:26][N:27]=1)(=[O:21])=[O:20].[H-].[Na+]>>[F:17][C:11]1[CH:12]=[CH:13][CH:14]=[C:15]([F:16])[C:10]=1/[CH:9]=[CH:8]/[C:5]1[O:6][CH:7]=[C:3]([CH2:2][O:38][C:35]2[CH:34]=[CH:33][C:32]([CH2:31][CH2:30][CH2:29][CH2:28][N:24]3[CH:25]=[CH:26][N:27]=[C:23]3[CH2:22][S:19]([CH3:18])(=[O:21])=[O:20])=[CH:37][CH:36]=2)[N:4]=1 |f:2.3|. Procedure: Using 4-(chloromethyl)-2-[(E)-2-(2,6-difluorophenyl)ethenyl]-1,3-oxazole (228 mg), 4-[4-[2-[(methylsulfonyl)methyl]-1H-imidazol-1-yl]butyl]phenol (250 mg). and 65% sodium hydride (32.9 mg), the same reaction as Example 11-(i) was carried out to yield the titled compound (280 mg) as colorless needle crystals. The yield is 65.5%. Starting materials: ClCC=1N=C(OC1)\C=C\C1=C(C=CC=C1F)F (4-(chloromethyl)-2-[(E)-2-(2,6-difluorophenyl)ethenyl]-1,3-oxazole), CS(=O)(=O)CC=1N(C=CN1)CCCCC1=CC=C(C=C1)O (4-[4-[2-[(methylsulfonyl)methyl]-1H-imidazol-1-yl]butyl]phenol), [H-].[Na+] (sodium hydride). Product: FC1=C(C(=CC=C1)F)/C=C/C=1OC=C(N1)COC1=CC=C(C=C1)CCCCN1C(=NC=C1)CS(=O)(=O)C (2-[(E)-2-(2,6-difluorophenyl)ethenyl]-4-[[4-[4-[2-[(methylsulfonyl)methyl]-1H-imidazol-1-yl]butyl]phenoxy]methyl]-1,3-oxazole).